From a dataset of the Open Reaction Database (ORD), a public repository of structured organic reaction records. describe an organic reaction: reactants, conditions, products, and yield Reported procedure: The title compound was prepared using analogous conditions described in Example 208 using (4-(pyrimidin-2-yl)phenyl)methanamine and 2-((4-fluoro-3-nitrophenoxy)methyl)benzo[d]thiazole in step B and cis-1,2-cyclohexanedicarboxylic anhydride in step D. MS (ESI): mass calcd. for C33H29N5O3S, 575.69; m/z found, 576.2 [M+H]+. 1H NMR (500 MHz, CD3OD) δ 8.91-8.78 (d, J=4.9, 2H), 8.50-8.29 (d, J=8.4, 2H), 8.17-7.89 (d, J=8.0, 2H), 7.59-7.57 (d, J=9.2, 1H), 7.57-7.52 (m, 1H), 7.49-7.44 (ddd, J=8.2, 7.2, ... Reactants: N1=C(N=CC=C1)C1=CC=C(C=C1)CN ((4-(pyrimidin-2-yl)phenyl)methanamine), FC1=C(C=C(OCC=2SC3=C(N2)C=CC=C3)C=C1)[N+](=O)[O-] (2-((4-fluoro-3-nitrophenoxy)methyl)benzo[d]thiazole), [C@@H]12[C@@H](CCCC1)C(=O)OC2=O (cis-1,2-cyclohexanedicarboxylic anhydride). Yields the product S1C(=NC2=C1C=CC=C2)COC2=CC1=C(N(C(=N1)[C@@H]1[C@@H](CCCC1)C(=O)O)CC1=CC=C(C=C1)C1=NC=CC=N1)C=C2 (racemic cis-2-(5-(Benzo[d]thiazol-2-ylmethoxy)-1-(4-(pyrimidin-2-yl)benzyl)-1H-benzo[d]imidazol-2-yl)cyclohexanecarboxylic acid). RXN SMILES: [N:1]1[CH:6]=[CH:5][CH:4]=[N:3][C:2]=1[C:7]1[CH:12]=[CH:11][C:10]([CH2:13][NH2:14])=[CH:9][CH:8]=1.F[C:16]1[CH:32]=[CH:31][C:19]([O:20][CH2:21][C:22]2[S:23][C:24]3[CH:30]=[CH:29][CH:28]=[CH:27][C:25]=3[N:26]=2)=[CH:18][C:17]=1[N+:33]([O-])=O.[C@@H:36]12[C:45](=O)[O:44][C:42](=[O:43])[C@@H:37]1[CH2:38][CH2:39][CH2:40][CH2:41]2>>[S:23]1[C:24]2[CH:30]=[CH:29][CH:28]=[CH:27][C:25]=2[N:26]=[C:22]1[CH2:21][O:20][C:19]1[CH:31]=[CH:32][C:16]2[N:14]([CH2:13][C:10]3[CH:11]=[CH:12][C:7]([C:2]4[N:3]=[CH:4][CH:5]=[CH:6][N:1]=4)=[CH:8][CH:9]=3)[C:45]([C@H:36]3[CH2:41][CH2:40][CH2:39][CH2:38][C@H:37]3[C:42]([OH:44])=[O:43])=[N:33][C:17]=2[CH:18]=1. Reactants: Cc1cccc(NC(=O)CBr)c1, Cc1ccccc1, CCN(C(C)C)C(C)C, N#Cc1cccnc1C1CCNCC1. The product is Cc1cccc(NC(=O)CN2CCC(c3ncccc3C#N)CC2)c1. Reaction SMILES: [Br:15][CH2:16][C:17](=[O:18])[NH:19][c:20]1[cH:21][c:22]([CH3:26])[cH:23][cH:24][cH:25]1.[CH3:36][c:37]1[cH:38][cH:39][cH:40][cH:41][cH:42]1.[CH:27]([N:28]([CH2:29][CH3:30])[CH:31]([CH3:32])[CH3:33])([CH3:34])[CH3:35].[NH:1]1[CH2:2][CH2:3][CH:4]([c:7]2[c:8]([C:9]#[N:10])[cH:11][cH:12][cH:13][n:14]2)[CH2:5][CH2:6]1>>[N:1]1([CH2:16][C:17](=[O:18])[NH:19][c:20]2[cH:21][c:22]([CH3:26])[cH:23][cH:24][cH:25]2)[CH2:2][CH2:3][CH:4]([c:7]2[c:8]([C:9]#[N:10])[cH:11][cH:12][cH:13][n:14]2)[CH2:5][CH2:6]1. The reactants are ClC=1C(=C(C=C(C=O)C1)OC)O (5-Chlorovanillin), C(C1=CC=CC=C1)Cl (benzyl chloride), C([O-])([O-])=O.[K+].[K+] (potassium carbonate), [I-].[Na+] (sodium iodide). Run in C(C)O (ethanol), C(C)O (ethanol). Product: C(C1=CC=CC=C1)OC1=C(C=C(C=O)C=C1Cl)OC (4-benzyloxy-5-chloro-3-methoxybenzaldehyde). As a reaction SMILES: [Cl:1][C:2]1[C:3]([OH:12])=[C:4]([O:10][CH3:11])[CH:5]=[C:6]([CH:9]=1)[CH:7]=[O:8].C(=O)([O-])[O-].[K+].[K+].[I-].[Na+].[CH2:21](Cl)[C:22]1[CH:27]=[CH:26][CH:25]=[CH:24][CH:23]=1>C(O)C>[CH2:21]([O:12][C:3]1[C:2]([Cl:1])=[CH:9][C:6]([CH:7]=[O:8])=[CH:5][C:4]=1[O:10][CH3:11])[C:22]1[CH:27]=[CH:26][CH:25]=[CH:24][CH:23]=1 |f:1.2.3,4.5|. Reported procedure: 5-Chlorovanillin (60 g., 0.32 m.), 46.8 g. of potassium carbonate (0.34 m.), 1.9 g. of sodium iodide in 1.4 l. of ethanol and 46.8 g. (0.37 m.) of benzyl chloride in 200 ml. of ethanol are reacted to give 4-benzyloxy-5-chloro-3-methoxybenzaldehyde as an orange liquid which is employed for conversion of the epoxide without purification. Starting materials: [OH-].[Na+] (sodium hydroxide), C(#N)CC=CC1=CC=C(CC2=CC=C(C=C2)C=CCC#N)C=C1 (4-{4-[4-(3-cyano-propenyl)-benzyl]-phenyl}-but-3-enenitrile), N(=O)[O-].[Na+] (sodium nitrite), N(=O)OC (Methyl nitrite). The solvent is CO (methanol), CO (methanol). Run at time 48 hour. Product: C(#N)C(C=CC1=CC=C(CC2=CC=C(C=C2)C=CC(C#N)=NO)C=C1)=NO (4-{4-[4-(3-cyano-3-hydroxyimino-propenyl)-benzyl]-phenyl}-2-hydroxyimino-but-3-enenitrile). Isolated yield 76.0%. As a reaction SMILES: [OH-].[Na+].[C:3]([CH2:5][CH:6]=[CH:7][C:8]1[CH:25]=[CH:24][C:11]([CH2:12][C:13]2[CH:18]=[CH:17][C:16]([CH:19]=[CH:20][CH2:21][C:22]#[N:23])=[CH:15][CH:14]=2)=[CH:10][CH:9]=1)#[N:4].[N:26]([O:28]C)=O.[N:30]([O-])=[O:31].[Na+]>CO>[C:22]([C:21](=[N:26][OH:28])[CH:20]=[CH:19][C:16]1[CH:15]=[CH:14][C:13]([CH2:12][C:11]2[CH:24]=[CH:25][C:8]([CH:7]=[CH:6][C:5](=[N:30][OH:31])[C:3]#[N:4])=[CH:9][CH:10]=2)=[CH:18][CH:17]=1)#[N:23] |f:0.1,4.5|. Procedure details: A solution of sodium hydroxide (0.8 g; 0.02 mol) in 30 ml of methanol is added to a suspension of 4-{4-[4-(3-cyano-propenyl)-benzyl]-phenyl}-but-3-enenitrile (3.0 g; 0.01 mol), prepared as described in example 6.2, in 20 ml of methanol. Methyl nitrite, generated from 2.07 g (0.03 mol) of sodium nitrite as described in example 2.2, is bubbled through the suspension at 2° C. for 25 min, and the mixture is then left at room temperature for 48 h. The solvent is then evaporated, the residue is dissol... The reactants are CN(C)C=O (DMF), C([O-])([O-])=O.[Cs+].[Cs+] (cesium carbonate), N1(CCSCC1)C(=O)N (thiomorpholine-4-carboxylic acid amide), BrC1=NC=CC(=C1)CNC1=C(C(=O)NC=2C=CC3=CN(N=C3C2)C)C=CC=C1 (2-[(2-bromo-pyridin-4-ylmethyl)-amino]-N-(2-methyl-2H-indazol-6-yl)-benzamide). The reagents and catalysts are C=1C=CC(=CC1)/C=C/C(=O)/C=C/C2=CC=CC=C2.C=1C=CC(=CC1)/C=C/C(=O)/C=C/C2=CC=CC=C2.C=1C=CC(=CC1)/C=C/C(=O)/C=C/C2=CC=CC=C2.[Pd].[Pd] (Pd2dba3), CC1(C2=C(C(=CC=C2)P(C3=CC=CC=C3)C4=CC=CC=C4)OC5=C(C=CC=C51)P(C6=CC=CC=C6)C7=CC=CC=C7)C (Xantphos). Solvent: O1CCOCC1 (dioxane). Run at temperature 110 celsius. Product: CN1N=C2C=C(C=CC2=C1)NC(=O)C1=C(C=CC=C1)NCC1=CC(=NC=C1)NC(=O)N1CCSCC1 (thiomorpholine-4-carboxylic acid (4-{[2-(2-methyl-2H-indazol-6-ylcarbamoyl)-phenylamino]-methyl}-pyridin-2-yl)-amide). The yield is 65.0%. RXN SMILES: Br[C:2]1[CH:7]=[C:6]([CH2:8][NH:9][C:10]2[CH:28]=[CH:27][CH:26]=[CH:25][C:11]=2[C:12]([NH:14][C:15]2[CH:16]=[CH:17][C:18]3[C:22]([CH:23]=2)=[N:21][N:20]([CH3:24])[CH:19]=3)=[O:13])[CH:5]=[CH:4][N:3]=1.CN(C=O)C.C(=O)([O-])[O-].[Cs+].[Cs+].[N:40]1([C:46]([NH2:48])=[O:47])[CH2:45][CH2:44][S:43][CH2:42][CH2:41]1>O1CCOCC1.C1C=CC(/C=C/C(/C=C/C2C=CC=CC=2)=O)=CC=1.C1C=CC(/C=C/C(/C=C/C2C=CC=CC=2)=O)=CC=1.C1C=CC(/C=C/C(/C=C/C2C=CC=CC=2)=O)=CC=1.[Pd].[Pd].CC1(C)C2C(=C(P(C3C=CC=CC=3)C3C=CC=CC=3)C=CC=2)OC2C(P(C3C=CC=CC=3)C3C=CC=CC=3)=CC=CC1=2>[CH3:24][N:20]1[CH:19]=[C:18]2[C:22]([CH:23]=[C:15]([NH:14][C:12]([C:11]3[CH:25]=[CH:26][CH:27]=[CH:28][C:10]=3[NH:9][CH2:8][C:6]3[CH:5]=[CH:4][N:3]=[C:2]([NH:48][C:46]([N:40]4[CH2:45][CH2:44][S:43][CH2:42][CH2:41]4)=[O:47])[CH:7]=3)=[O:13])[CH:16]=[CH:17]2)=[N:21]1 |f:2.3.4,7.8.9.10.11|. Procedure: 2-[(2-bromo-pyridin-4-ylmethyl)-amino]-N-(2-methyl-2H-indazol-6-yl)-benzamide (500 mg, 1.15 mmol) was suspended in dioxane (14 mL) and treated consecutively with DMF (5 mL), Pd2dba3 (23 mg, 0.023 mmol), Xantphos (42 mg, 0.07 mmol), cesium carbonate (454 mg, 1.38 mmol) and thiomorpholine-4-carboxylic acid amide (511 mg, 3.5 mmol). The reaction mixture was placed under a nitrogen atmosphere and heated for 4 hours at 110° C. (bath temperature). On cooling the reaction was partitioned between EtOAc ... The reactants are C(C)(C)C1=CC=C(C=C1)NC(=O)C=1C=NC(=CC1)OC (N-(4-isopropylphenyl)-6-methoxypyridine-3-carboxamide), Cl (hydrochloric acid), C(O)([O-])=O.[Na+] (sodium hydrogencarbonate). Solvent: C1CCOC1 (THF). Reaction conditions: time 1 day. Product: C(C)(C)C1=CC=C(C=C1)NCC=1C=NC(=CC1)OC ((4-isopropylphenyl)[(6-methoxypyridin-3-yl)methyl]amine). Yield: 86.0%. Reaction SMILES: [CH:1]([C:4]1[CH:9]=[CH:8][C:7]([NH:10][C:11]([C:13]2[CH:14]=[N:15][C:16]([O:19][CH3:20])=[CH:17][CH:18]=2)=O)=[CH:6][CH:5]=1)([CH3:3])[CH3:2].Cl.C(=O)([O-])O.[Na+]>C1COCC1>[CH:1]([C:4]1[CH:5]=[CH:6][C:7]([NH:10][CH2:11][C:13]2[CH:14]=[N:15][C:16]([O:19][CH3:20])=[CH:17][CH:18]=2)=[CH:8][CH:9]=1)([CH3:3])[CH3:2] |f:2.3|. Procedure: A BH3-THF complex/1M THF solution (6.3 mL) was added to N-(4-isopropylphenyl)-6-methoxypyridine-3-carboxamide (0.76 g), and the mixture was heated under reflux for 4 hr. After cooling the reaction mixture, 1 mol/L hydrochloric acid (15 mL) was added and the mixture was stirred at room temperature for one day. The reaction mixture was poured into saturated aqueous sodium hydrogencarbonate and extracted with chloroform. The organic layer was washed with saturated brine and dried over anhydrous sod... The reactants are Cl.C(C)(=O)OCC (hydrogen chloride ethyl acetate), C(C)(C)(C)OC(=O)NCCCC(=O)NC1=C(C(=O)OC)C=C(C=C1)Cl (methyl 2-({4-[(tert-butoxycarbonyl)amino]butanoyl}amino)-5-chlorobenzoate). Run in C(C)(=O)OCC (ethyl acetate). Conditions: time 3 hour. The product is Cl.NCCCC(=O)NC1=C(C(=O)OC)C=C(C=C1)Cl (methyl 2-[(4-aminobutanoyl)amino]-5-chlorobenzoate hydrochloride). The yield is 196.9%. Reaction SMILES: Cl.C(OCC)(=O)C.C(OC([NH:15][CH2:16][CH2:17][CH2:18][C:19]([NH:21][C:22]1[CH:31]=[CH:30][C:29]([Cl:32])=[CH:28][C:23]=1[C:24]([O:26][CH3:27])=[O:25])=[O:20])=O)(C)(C)C>C(OCC)(=O)C>[ClH:32].[NH2:15][CH2:16][CH2:17][CH2:18][C:19]([NH:21][C:22]1[CH:31]=[CH:30][C:29]([Cl:32])=[CH:28][C:23]=1[C:24]([O:26][CH3:27])=[O:25])=[O:20] |f:0.1,4.5|. Reported procedure: 4N hydrogen chloride/ethyl acetate was added to an ethyl acetate solution comprising 2.16 g (5.82 mmol) of methyl 2-({4-[(tert-butoxycarbonyl)amino]butanoyl}amino)-5-chlorobenzoate at 0° C., and the mixture was stirred at room temperature for 3 hours. Thereafter, IPE was added to the reaction mixture. Crystals were collected by filtration, followed by drying, thereby giving 1.76 g of methyl 2-[(4-aminobutanoyl)amino]-5-chlorobenzoate hydrochloride (yield: 99%). The reagents and catalysts are C=1C=CC(=CC1)[P](C=2C=CC=CC2)(C=3C=CC=CC3)[Pd]([P](C=4C=CC=CC4)(C=5C=CC=CC5)C=6C=CC=CC6)([P](C=7C=CC=CC7)(C=8C=CC=CC8)C=9C=CC=CC9)[P](C=1C=CC=CC1)(C=1C=CC=CC1)C=1C=CC=CC1 ((Ph3P)4Pd). Product: N=1C(C=C2C=CC=CC12)=O (2H-indol-2-one). RXN SMILES: F[C:2]1[C:3](I)=[C:4]2[C:8](=[CH:9][CH:10]=1)[NH:7][C:6](=[O:11])/[C:5]/2=C\C1NC=CC=1OC>C1C=CC([P]([Pd]([P](C2C=CC=CC=2)(C2C=CC=CC=2)C2C=CC=CC=2)([P](C2C=CC=CC=2)(C2C=CC=CC=2)C2C=CC=CC=2)[P](C2C=CC=CC=2)(C2C=CC=CC=2)C2C=CC=CC=2)(C2C=CC=CC=2)C2C=CC=CC=2)=CC=1.CN(C=O)C.CCN(CC)CC>[N:7]1[C:6](=[O:11])[CH:5]=[C:4]2[C:8]=1[CH:9]=[CH:10][CH:2]=[CH:3]2 |^1:24,26,45,64|. Reported procedure: Using Method C above, Ethyl-[(3R,4S,5R)-4-ethynyl-2,2,6-trimethyl-[1,3]-dioxan-5-yl]-carbamic acid tert-butyl ester (148.5 mg, 0.50 mmol) (Example 123C above) was coupled with (Z)-1,3-dihydro-5-fluoro-4-iodo-3-[(3-methoxy-1H-pyrrol-2-yl)methylene]-2H-indol-2-one (96 mg, 0.25 mmol) (Starting Material 6) using (Ph3P)4Pd (23.1 mg, 8 mol %) and Cul (5 mg) as catalyst in DMF (5 mL) and Et3N (5 mL) as solvent at 85° C. for 5 h to give the coupling product (137.2 mg, 99.2% after flash column purificati... The reactants are Ethyl-[(3R,4S,5R)-4-ethynyl-2,2,6-trimethyl-[1,3]-dioxan-5-yl]-carbamic acid tert-butyl ester, FC=1C(=C2/C(/C(NC2=CC1)=O)=C/C=1NC=CC1OC)I ((Z)-1,3-dihydro-5-fluoro-4-iodo-3-[(3-methoxy-1H-pyrrol-2-yl)methylene]-2H-indol-2-one), FC=1C(=C2/C(/C(NC2=CC1)=O)=C/C=1NC=CC1OC)I ((Z)-1,3-dihydro-5-fluoro-4-iodo-3-[(3-methoxy-1H-pyrrol-2-yl)methylene]-2H-indol-2-one). Solvent: CN(C)C=O (DMF), CCN(CC)CC (Et3N). Starting materials: O=C([O-])[O-], Cc1nc2ccccc2[nH]1, O=S1(=O)CCN(C2CN(Cc3nc4c(N5CCOCC5)nc(Cl)nc4s3)C2)CC1, [Cs+], [Cs+], C1COCCO1, O=C(C=Cc1ccccc1)C=Cc1ccccc1, O=C(C=Cc1ccccc1)C=Cc1ccccc1, O=C(C=Cc1ccccc1)C=Cc1ccccc1, [Pd], [Pd]. Product: Cc1nc2ccccc2n1-c1nc(N2CCOCC2)c2nc(CN3CC(N4CCS(=O)(=O)CC4)C3)sc2n1. Reaction SMILES: [C:40](=[O:41])([O-:42])[O-:43].[CH3:30][c:31]1[nH:32][c:33]2[c:34]([n:35]1)[cH:36][cH:37][cH:38][cH:39]2.[Cl:1][c:2]1[n:3][c:4]([N:24]2[CH2:25][CH2:26][O:27][CH2:28][CH2:29]2)[c:5]2[c:6]([n:7]1)[s:8][c:9]([CH2:11][N:12]1[CH2:13][CH:14]([N:16]3[CH2:17][CH2:18][S:19](=[O:22])(=[O:23])[CH2:20][CH2:21]3)[CH2:15]1)[n:10]2.[Cs+:44].[Cs+:45].[O:46]1[CH2:47][CH2:48][O:49][CH2:50][CH2:51]1.[O:54]=[C:55]([CH:56]=[CH:57][c:58]1[cH:59][cH:60][cH:61][cH:62][cH:63]1)[CH:64]=[CH:65][c:66]1[cH:67][cH:68][cH:69][cH:70][cH:71]1.[O:72]=[C:73]([CH:74]=[CH:75][c:76]1[cH:77][cH:78][cH:79][cH:80][cH:81]1)[CH:82]=[CH:83][c:84]1[cH:85][cH:86][cH:87][cH:88][cH:89]1.[O:90]=[C:91]([CH:92]=[CH:93][c:94]1[cH:95][cH:96][cH:97][cH:98][cH:99]1)[CH:100]=[CH:101][c:102]1[cH:103][cH:104][cH:105][cH:106][cH:107]1.[Pd:52].[Pd:53]>>[c:2]1(-[n:35]2[c:31]([CH3:30])[n:32][c:33]3[c:34]2[cH:36][cH:37][cH:38][cH:39]3)[n:3][c:4]([N:24]2[CH2:25][CH2:26][O:27][CH2:28][CH2:29]2)[c:5]2[c:6]([n:7]1)[s:8][c:9]([CH2:11][N:12]1[CH2:13][CH:14]([N:16]3[CH2:17][CH2:18][S:19](=[O:22])(=[O:23])[CH2:20][CH2:21]3)[CH2:15]1)[n:10]2. Reactants: ClC1=NC=CC(=N1)Cl (2,4-dichloropyrimidine), SC=1C=C(C(=O)O)C=CC1 (3-mercaptobenzoic acid). Solvent: C(C)O (ethanol). The product is C(=O)(O)C=1C=C(C=CC1)SC1=NC(=NC=C1)Cl (4-(3-Carboxyphenylsulphanyl)-2-chloropyrimidine), desired material. As a reaction SMILES: [Cl:1][C:2]1[N:7]=[C:6](Cl)[CH:5]=[CH:4][N:3]=1.[SH:9][C:10]1[CH:11]=[C:12]([CH:16]=[CH:17][CH:18]=1)[C:13]([OH:15])=[O:14]>C(O)C>[C:13]([C:12]1[CH:11]=[C:10]([S:9][C:6]2[CH:5]=[CH:4][N:3]=[C:2]([Cl:1])[N:7]=2)[CH:18]=[CH:17][CH:16]=1)([OH:15])=[O:14]. Procedure: 4-(3-Carboxyphenylsulphanyl)-2-chloropyrimidine was prepared by heating a solution of 2,4-dichloropyrimidine (2.97 g, 19.9 mmol) and 3-mercaptobenzoic acid (3.07 g, 19.9 mmol) in ethanol (50 ml) at reflux for 1 h. On cooling to 0°, the resulting precipitate was collected and dried to give the desired material (3.38 g) as a white solid.